describe an organic reaction: reactants, conditions, products, and yield From a dataset of the Open Reaction Database (ORD), a public repository of structured organic reaction records. Reactants: Cc1ccccc1, CO, ClCCl, O=[N+]([O-])c1ccccc1F, NC1CCCCC1. Yields the product O=[N+]([O-])c1ccccc1NC1CCCCC1. Reaction SMILES: [CH3:18][c:19]1[cH:20][cH:21][cH:22][cH:23][cH:24]1.[CH3:25][OH:26].[Cl:27][CH2:28][Cl:29].[F:8][c:9]1[c:10]([N+:15](=[O:16])[O-:17])[cH:11][cH:12][cH:13][cH:14]1.[NH2:1][CH:2]1[CH2:3][CH2:4][CH2:5][CH2:6][CH2:7]1>>[NH:1]([CH:2]1[CH2:3][CH2:4][CH2:5][CH2:6][CH2:7]1)[c:9]1[c:10]([N+:15](=[O:16])[O-:17])[cH:11][cH:12][cH:13][cH:14]1. Starting materials: C(=O)(N1C=NC=C1)N1C=NC=C1 (Carbonyldiimidazole), CC(C(=O)O)CC1=NC(=NC2=CC=CC=C12)C1=CC=CC=C1 (α-methyl-2-phenyl-4-quinazolinepropanoic acid), C(C)NCC (diethylamine). Run in O1CCCC1 (tetrahydrofuran). Run at time 20 minute. Product: C(C)N(C(C(CC1=NC(=NC2=CC=CC=C12)C1=CC=CC=C1)C)=O)CC (N,N-diethyl-α-methyl-2phenyl-4-quinazolinepropanamide). Reaction SMILES: C(N1C=CN=C1)(N1C=CN=C1)=O.[CH3:13][CH:14]([CH2:18][C:19]1[C:28]2[C:23](=[CH:24][CH:25]=[CH:26][CH:27]=2)[N:22]=[C:21]([C:29]2[CH:34]=[CH:33][CH:32]=[CH:31][CH:30]=2)[N:20]=1)[C:15](O)=[O:16].[CH2:35]([NH:37][CH2:38][CH3:39])[CH3:36]>O1CCCC1>[CH2:35]([N:37]([CH2:38][CH3:39])[C:15](=[O:16])[CH:14]([CH3:13])[CH2:18][C:19]1[C:28]2[C:23](=[CH:24][CH:25]=[CH:26][CH:27]=2)[N:22]=[C:21]([C:29]2[CH:30]=[CH:31][CH:32]=[CH:33][CH:34]=2)[N:20]=1)[CH3:36]. Reported procedure: Carbonyldiimidazole (1.65 g) is added to a stirred solution of dextrorotatory α-methyl-2-phenyl-4-quinazolinepropanoic acid (2 g) in tetrahydrofuran (20 cc). The mixture is stirred for about 20 minutes until the evolution of gas has ceased, and then for a further hour, and diethylamine (1.05 cc) is added. The mixture is stirred for 5 days at room temperature (approximately 20° C.) and then heated under reflux for two hours. The solvent is evaporated off under reduced pressure and the residue tak... Reactants: [BH4-], CO, CCC=O, NCC1Cc2ccc(C3=NNC(=O)CC3)cc2C1, [Na+]. The product is CCCNCC1Cc2ccc(C3=NNC(=O)CC3)cc2C1. Reaction SMILES: [BH4-:23].[CH3:25][OH:26].[CH:1]([CH2:2][CH3:3])=[O:4].[NH2:5][CH2:6][CH:7]1[CH2:8][c:9]2[cH:10][cH:11][c:12]([C:16]3=[N:21][NH:20][C:19](=[O:22])[CH2:18][CH2:17]3)[cH:13][c:14]2[CH2:15]1.[Na+:24]>>[CH2:1]([CH2:2][CH3:3])[NH:5][CH2:6][CH:7]1[CH2:8][c:9]2[cH:10][cH:11][c:12]([C:16]3=[N:21][NH:20][C:19](=[O:22])[CH2:18][CH2:17]3)[cH:13][c:14]2[CH2:15]1.